This data is from the Open Reaction Database (ORD), a public repository of structured organic reaction records. The task is: describe an organic reaction: reactants, conditions, products, and yield Reactants: FC1(CN(C1)C1CCNCC1)F (4-(3,3-difluoroazetidin-1-yl)-piperidine), FC1CNC1 (3-fluoroazetidine). Yields the product FC1CN(C1)C1CCNCC1 (4-(3-Fluoroazetidin-1-yl)-piperidine), oil. Yield: 39.0%. As a reaction SMILES: [F:1][C:2]1(F)[CH2:5][N:4]([CH:6]2[CH2:11][CH2:10][NH:9][CH2:8][CH2:7]2)[CH2:3]1.FC1CNC1>>[F:1][CH:2]1[CH2:3][N:4]([CH:6]2[CH2:11][CH2:10][NH:9][CH2:8][CH2:7]2)[CH2:5]1. Procedure details: Prepared according to the method used in the preparation of 4-(3,3-difluoroazetidin-1-yl)-piperidine using 3-fluoroazetidine in place of 3,3-difluoroazetidine hydrochloride. The title compound was obtained as a colourless oil (180 mg, 39%).